From a dataset of the Open Reaction Database (ORD), a public repository of structured organic reaction records. describe an organic reaction: reactants, conditions, products, and yield Reactants: NC1=CC=C(C=C1)C(C(=O)NC=1SC=CN1)CC1CCCC1 (2-(4-amino-phenyl)-3-cyclopentyl-N-thiazol-2-yl-propionamide), C(C)(C)N(C(C)C)CC (N,N-diisopropylethylamine), [N+](=O)([O-])C1=CC=C(C=C1)S(=O)(=O)Cl (4-nitro-benzene sulfonyl chloride). Run in O1CCCC1 (tetrahydrofuran). Run at temperature 25 celsius, time 21 hour. The product is hexanes ethyl acetate, C1(CCCC1)CC(C(=O)NC=1SC=CN1)C1=CC=C(C=C1)NS(=O)(=O)C1=CC=C(C=C1)[N+](=O)[O-] (3-cyclopentyl-2-[4-(4-nitro-benzenesulfonylamino)-phenyl]-N-thiazol-2-yl-propionamide). Isolated yield 47.4%. RXN SMILES: [NH2:1][C:2]1[CH:7]=[CH:6][C:5]([CH:8]([CH2:17][CH:18]2[CH2:22][CH2:21][CH2:20][CH2:19]2)[C:9]([NH:11][C:12]2[S:13][CH:14]=[CH:15][N:16]=2)=[O:10])=[CH:4][CH:3]=1.C(N(CC)C(C)C)(C)C.[N+:32]([C:35]1[CH:40]=[CH:39][C:38]([S:41](Cl)(=[O:43])=[O:42])=[CH:37][CH:36]=1)([O-:34])=[O:33]>O1CCCC1>[CH:18]1([CH2:17][CH:8]([C:5]2[CH:4]=[CH:3][C:2]([NH:1][S:41]([C:38]3[CH:37]=[CH:36][C:35]([N+:32]([O-:34])=[O:33])=[CH:40][CH:39]=3)(=[O:42])=[O:43])=[CH:7][CH:6]=2)[C:9]([NH:11][C:12]2[S:13][CH:14]=[CH:15][N:16]=2)=[O:10])[CH2:22][CH2:21][CH2:20][CH2:19]1. Reported procedure: A solution of 2-(4-amino-phenyl)-3-cyclopentyl-N-thiazol-2-yl-propionamide (63.0 mg, 0.20 mmol) in tetrahydrofuran (10 mL) was treated with N,N-diisopropylethylamine (0.04 mL, 0.24 mmol) and 4-nitro-benzene sulfonyl chloride (49.0 mg, 0.20 mmol). The reaction mixture was stirred at 25° C. for 21 h. At this time, the reaction was concentrated in vacuo. Flash chromatography (Merck Silica gel 60, 230-400 mesh, 50/50 hexanes/ethyl acetate) afforded 3-cyclopentyl-2-[4-(4-nitro-benzenesulfonylamino)-p... Starting materials: C1(=CC=CC=C1)C (toluene), C(C=C)OC1=CC=C(CO)C=C1 (4allyloxybenzyl alcohol), C(C(=C)C)(=O)O (methacrylic acid). The reagents and catalysts are COC1=CC=C(C=C1)O (4-methoxyphenol), C1(=CC=C(C=C1)S(=O)(=O)O)C (p-toluene sulfonic acid). The solvent is O (water), O (water). Yields the product C(C(=C)C)(=O)OCC1=CC=C(C=C1)OCC=C (4-allyloxybenzyl methacrylate). Isolated yield 80.4%. As a reaction SMILES: C1(C)C=CC=CC=1.[CH2:8]([O:11][C:12]1[CH:19]=[CH:18][C:15]([CH2:16][OH:17])=[CH:14][CH:13]=1)[CH:9]=[CH2:10].[C:20](O)(=[O:24])[C:21]([CH3:23])=[CH2:22]>COC1C=CC(O)=CC=1.C1(C)C=CC(S(O)(=O)=O)=CC=1.O>[C:20]([O:17][CH2:16][C:15]1[CH:18]=[CH:19][C:12]([O:11][CH2:8][CH:9]=[CH2:10])=[CH:13][CH:14]=1)(=[O:24])[C:21]([CH3:23])=[CH2:22]. Procedure: To a 250 ml reaction flask fitted with a Dean-Stark water trap, condenser and magnetic stirrer was added toluene (100 ml), 4allyloxybenzyl alcohol (30.0 g; 0.18 moles), methacrylic acid (15.7 g; 0.18 moles), 4-methoxyphenol (0.6 g) and p-toluene sulfonic acid (0.23 g). The stirred solution was heated under reflux until all of the water was removed (2 hours). The solution was cooled and washed with an equal volume of sodium bicarbonate solution and then with sodium chloride solution. The organic ... Starting materials: COC(=O)C(C)OCc1ccccc1, CO, NN, O. Product: CC(OCc1ccccc1)C(=O)NN. As a reaction SMILES: [CH2:1]([c:2]1[cH:3][cH:4][cH:5][cH:6][cH:7]1)[O:8][CH:9]([C:10](=[O:11])[O:12][CH3:13])[CH3:14].[CH3:18][OH:19].[NH2:16][NH2:17].[OH2:15]>>[CH2:1]([c:2]1[cH:3][cH:4][cH:5][cH:6][cH:7]1)[O:8][CH:9]([C:10](=[O:11])[NH:16][NH2:17])[CH3:14]. The reactants are COc1ccc(C(=O)c2cccc(C)c2C)c(Cl)c1Cl, c1ccccc1. Product: Cc1cccc(C(=O)c2ccc(O)c(Cl)c2Cl)c1C. As a reaction SMILES: [Cl:1][c:2]1[c:3]([C:4](=[O:5])[c:6]2[c:7]([CH3:13])[c:8]([CH3:12])[cH:9][cH:10][cH:11]2)[cH:14][cH:15][c:16]([O:19][CH3:20])[c:17]1[Cl:18].[cH:21]1[cH:22][cH:23][cH:24][cH:25][cH:26]1>>[Cl:1][c:2]1[c:3]([C:4](=[O:5])[c:6]2[c:7]([CH3:13])[c:8]([CH3:12])[cH:9][cH:10][cH:11]2)[cH:14][cH:15][c:16]([OH:19])[c:17]1[Cl:18].